This data is from the Open Reaction Database (ORD), a public repository of structured organic reaction records. The task is: describe an organic reaction: reactants, conditions, products, and yield Reactants: CC(=C(F)CO)c1cc2c(c(Br)c1OC(C)C)C(C)(C)CC=C2C(C)C, C[N+]1([O-])CCOCC1, CC#N, ClCCl, OCC(O)CNc1ccccc1. The product is CC(=C(F)C=O)c1cc2c(c(Br)c1OC(C)C)C(C)(C)CC=C2C(C)C. RXN SMILES: [Br:1][c:2]1[c:3]([O:23][CH:24]([CH3:25])[CH3:26])[c:4]([C:17](=[C:18]([CH2:19][OH:20])[F:21])[CH3:22])[cH:5][c:6]2[c:11]1[C:10]([CH3:12])([CH3:13])[CH2:9][CH:8]=[C:7]2[CH:14]([CH3:15])[CH3:16].[CH3:39][N+:40]1([O-:41])[CH2:42][CH2:43][O:44][CH2:45][CH2:46]1.[CH3:50][C:51]#[N:52].[Cl:47][CH2:48][Cl:49].[OH:27][CH2:28][CH:29]([CH2:30][NH:31][c:32]1[cH:33][cH:34][cH:35][cH:36][cH:37]1)[OH:38]>>[Br:1][c:2]1[c:3]([O:23][CH:24]([CH3:25])[CH3:26])[c:4]([C:17](=[C:18]([CH:19]=[O:20])[F:21])[CH3:22])[cH:5][c:6]2[c:11]1[C:10]([CH3:12])([CH3:13])[CH2:9][CH:8]=[C:7]2[CH:14]([CH3:15])[CH3:16].